This data is from the Open Reaction Database (ORD), a public repository of structured organic reaction records. The task is: describe an organic reaction: reactants, conditions, products, and yield Reaction SMILES: [Br:12][CH2:13][C:14](=[O:15])[O:16][CH2:17][CH3:18].[CH3:1][O:2][c:3]1[cH:4][cH:5][c:6]([OH:9])[cH:7][cH:8]1.[CH3:20][N:21]([CH3:22])[CH:23]=[O:24].[H-:10].[Na+:11].[OH2:19]>>[CH3:1][O:2][c:3]1[cH:4][cH:5][c:6]([O:9][CH2:13][C:14](=[O:15])[O:16][CH2:17][CH3:18])[cH:7][cH:8]1. The product is CCOC(=O)COc1ccc(OC)cc1. Starting materials: CCOC(=O)CBr, COc1ccc(O)cc1, CN(C)C=O, [H-], [Na+], O. Reactants: NC1=NC=CC=C1OCC1=C(C=CC=C1C)NC(=O)OC (2-amino-3-(2-methoxycarbonylamino-6-methylbenzyloxy)pyridine), S(=O)(=O)(C)OC(C(C)=O)CC#C (3-mesyloxy-5-hexyn-2-one). Run in C(C)O (ethanol). Product: COC(=O)NC1=C(COC=2C=3N(C=CC2)C(=C(N3)C)CC#C)C(=CC=C1)C (8-(2-methoxycarbonylamino-6-methylbenzyloxy)-2-methyl-3-(2-propynyl)imidazo[1,2-a]pyridine). As a reaction SMILES: [NH2:1][C:2]1[C:7]([O:8][CH2:9][C:10]2[C:15]([CH3:16])=[CH:14][CH:13]=[CH:12][C:11]=2[NH:17][C:18]([O:20][CH3:21])=[O:19])=[CH:6][CH:5]=[CH:4][N:3]=1.S(O[CH:27]([CH2:31][C:32]#[CH:33])[C:28](=O)[CH3:29])(C)(=O)=O>C(O)C>[CH3:21][O:20][C:18]([NH:17][C:11]1[CH:12]=[CH:13][CH:14]=[C:15]([CH3:16])[C:10]=1[CH2:9][O:8][C:7]1[C:2]2[N:3]([C:27]([CH2:31][C:32]#[CH:33])=[C:28]([CH3:29])[N:1]=2)[CH:4]=[CH:5][CH:6]=1)=[O:19]. Procedure details: A mixture of 2-amino-3-(2-methoxycarbonylamino-6-methylbenzyloxy)pyridine (4.22 g) and 3-mesyloxy-5-hexyn-2-one (2.74 g) in ethanol (42 ml) was refluxed for 62 hours and then evaporated in vacuo. To the residue was added and aqueous solution of sodium bicarbonate and the insoluble material was collected by filtration. The crude product was purified by column chromatography on silica gel (150 g) with methylene chloride and then a mixture of methylene chloride and acetonitrile (10:1) as eluents to...